This data is from the Open Reaction Database (ORD), a public repository of structured organic reaction records. The task is: describe an organic reaction: reactants, conditions, products, and yield Reactants: O=C(Cc1ccc(F)cc1)c1ccncc1, C1COCCO1, O, O=[Se]=O. As a reaction SMILES: [F:4][c:5]1[cH:6][cH:7][c:8]([CH2:11][C:12](=[O:13])[c:14]2[cH:15][cH:16][n:17][cH:18][cH:19]2)[cH:9][cH:10]1.[O:21]1[CH2:22][CH2:23][O:24][CH2:25][CH2:26]1.[OH2:20].[Se:1](=[O:2])=[O:3]>>[O:2]=[C:11]([c:8]1[cH:7][cH:6][c:5]([F:4])[cH:10][cH:9]1)[C:12](=[O:13])[c:14]1[cH:15][cH:16][n:17][cH:18][cH:19]1. Product: O=C(C(=O)c1ccc(F)cc1)c1ccncc1. The reactants are [BH4-], COC(=O)c1cc(C=O)cc(C)c1OC1CCC1, CCCCCC, [Na+]. Product: COC(=O)c1cc(CO)cc(C)c1OC1CCC1. Reaction SMILES: [BH4-:19].[CH3:1][O:2][C:3]([c:4]1[c:5]([O:13][CH:14]2[CH2:15][CH2:16][CH2:17]2)[c:6]([CH3:12])[cH:7][c:8]([CH:10]=[O:11])[cH:9]1)=[O:18].[CH3:21][CH2:22][CH2:23][CH2:24][CH2:25][CH3:26].[Na+:20]>>[CH3:1][O:2][C:3]([c:4]1[c:5]([O:13][CH:14]2[CH2:15][CH2:16][CH2:17]2)[c:6]([CH3:12])[cH:7][c:8]([CH2:10][OH:11])[cH:9]1)=[O:18]. Starting materials: ClS(=O)(=O)O (chlorosulphonic acid), COC1=CC=C(C2=C1CC(O2)C)C(=O)O (4-methoxy-2-methyl-2,3-dihydrobenzofuran-7-carboxylic acid). Run at temperature 50 celsius. Yields the product ClS(=O)(=O)C=1C=C(C2=C(CC(O2)C)C1OC)C(=O)O (5-chlorosulphonyl-4-methoxy-2-methyl-2,3-dihydrobenzofuran-7-carboxylic acid). RXN SMILES: [Cl:1][S:2]([OH:5])(=O)=[O:3].[CH3:6][O:7][C:8]1[C:13]2[CH2:14][CH:15]([CH3:17])[O:16][C:12]=2[C:11]([C:18]([OH:20])=[O:19])=[CH:10][CH:9]=1>>[Cl:1][S:2]([C:9]1[CH:10]=[C:11]([C:18]([OH:20])=[O:19])[C:12]2[O:16][CH:15]([CH3:17])[CH2:14][C:13]=2[C:8]=1[O:7][CH3:6])(=[O:5])=[O:3]. Procedure details: 218 g of chlorosulphonic acid were introduced into a 500 ml round-bottomed flask and 65 g of finely ground 4-methoxy-2-methyl-2,3-dihydrobenzofuran-7-carboxylic acid were added in small amounts. The temperature rose to 38° C. The contents were then heated to 50° C. After cooling, the solution obtained was poured, in small amounts, onto ice, with stirring. RXN SMILES: [Br:1][c:2]1[cH:3][c:4]([CH3:24])[c:5]([O:6][c:7]2[n:8][c:9]([CH3:20])[cH:10][c:11]([NH:14][CH:15]([CH2:16][CH3:17])[CH2:18][CH3:19])[c:12]2[CH3:13])[c:21]([CH3:23])[cH:22]1.[CH2:25]([Li:26])[CH2:27][CH2:28][CH3:29].[CH2:34]1[O:35][CH2:36][CH2:37][CH2:38]1.[CH3:30][C:31]([CH3:32])=[O:33]>>[c:2]1([C:31]([CH3:30])([CH3:32])[OH:33])[cH:3][c:4]([CH3:24])[c:5]([O:6][c:7]2[n:8][c:9]([CH3:20])[cH:10][c:11]([NH:14][CH:15]([CH2:16][CH3:17])[CH2:18][CH3:19])[c:12]2[CH3:13])[c:21]([CH3:23])[cH:22]1. The reactants are CCC(CC)Nc1cc(C)nc(Oc2c(C)cc(Br)cc2C)c1C, [Li]CCCC, C1CCOC1, CC(C)=O. Product: CCC(CC)Nc1cc(C)nc(Oc2c(C)cc(C(C)(C)O)cc2C)c1C. Starting materials: FC1=CC=C(C=2C(C=3C=CN=CC3C(C21)=O)=O)OC (9-fluoro-6-methoxybenzo[g]isoquinoline-5,10-dione), [Cl-].[Cl-].[Cl-].[Al+3] (aluminum trichloride), [Cl-].[Al+3].[Cl-].[Cl-] (aluminum chloride). The solvent is [Cl-].[Na+].O (brine), C(Cl)Cl (methylene chloride). Reaction conditions: time 4 hour. Yields the product FC1=CC=C(C=2C(C=3C=CN=CC3C(C21)=O)=O)O (9-fluoro-6-hydroxybenzo[g]isoquinoline-5,10-dione). Isolated yield 102.8%. RXN SMILES: [F:1][C:2]1[C:15]2[C:14](=[O:16])[C:13]3[CH:12]=[N:11][CH:10]=[CH:9][C:8]=3[C:7](=[O:17])[C:6]=2[C:5]([O:18]C)=[CH:4][CH:3]=1.[Cl-].[Cl-].[Cl-].[Al+3]>C(Cl)Cl.[Cl-].[Na+].O>[F:1][C:2]1[C:15]2[C:14](=[O:16])[C:13]3[CH:12]=[N:11][CH:10]=[CH:9][C:8]=3[C:7](=[O:17])[C:6]=2[C:5]([OH:18])=[CH:4][CH:3]=1 |f:1.2.3.4,6.7.8|. Procedure: A mixture of 9-fluoro-6-methoxybenzo[g]isoquinoline-5,10-dione (0.072 g) and aluminum trichloride (0.112 g) in dry methylene chloride (40 mL) is stirred at room temperature for 4 hours under a nitrogen atmosphere. An additional portion of aluminum chloride (0.190 g) is added and the mixture is allowed to react at reflux for 1.5 hrs and at room temperature overnight. Following addition of brine (15 mL) the aqueous phase is separated and extracted with methylene chloride (3×5 mL). The combined org... Starting materials: C(C1=CC=CC=C1)OC1=C(C=C(C=C1NC(C(F)(F)F)=O)CCC(=O)OC)C=1C=C2C=NN(C2=CC1)C (methyl 3-{4-benzyloxy-3-(1-methyl-1H-indazol-5-yl)-5-[N-(2,2,2-trifluoroacetyl)amino]phenyl}propionate). The reagents and catalysts are [Pd] (palladium/carbon). Solvent: C(C)(=O)OCC (ethyl acetate), CO (methanol). Conditions: time 17 hour. Yields the product OC1=C(C=C(C=C1NC(C(F)(F)F)=O)CCC(=O)OC)C=1C=C2C=NN(C2=CC1)C (methyl 3-{4-hydroxy-3-(1-methyl-1H-indazol-5-yl)-5-[N-(2,2,2-trifluoroacetyl)amino]phenyl}propionate). Yield: 89.2%. Reaction SMILES: C([O:8][C:9]1[C:14]([NH:15][C:16](=[O:21])[C:17]([F:20])([F:19])[F:18])=[CH:13][C:12]([CH2:22][CH2:23][C:24]([O:26][CH3:27])=[O:25])=[CH:11][C:10]=1[C:28]1[CH:29]=[C:30]2[C:34](=[CH:35][CH:36]=1)[N:33]([CH3:37])[N:32]=[CH:31]2)C1C=CC=CC=1>C(OCC)(=O)C.CO.[Pd]>[OH:8][C:9]1[C:14]([NH:15][C:16](=[O:21])[C:17]([F:18])([F:19])[F:20])=[CH:13][C:12]([CH2:22][CH2:23][C:24]([O:26][CH3:27])=[O:25])=[CH:11][C:10]=1[C:28]1[CH:29]=[C:30]2[C:34](=[CH:35][CH:36]=1)[N:33]([CH3:37])[N:32]=[CH:31]2. Reported procedure: A solution of Intermediate 56 (1.62 g) in a mixture of ethyl acetate (10 ml) and methanol (3 ml) was added with 10% palladium/carbon (29 mg), and stirred at room temperature for 17 hours under hydrogen atmosphere. The reaction mixture was filtered, and the solvent of the filtrate was evaporated under reduced pressure to obtain the title compound (Intermediate 57, 1.19 g). Starting materials: CCN(CC)S(F)(F)F, ClCCl, CC(C)(CO)c1cc(F)c2c(=O)[nH]ccc2c1, O. The product is CC(C)(CF)c1cc(F)c2c(=O)[nH]ccc2c1. Reaction SMILES: [CH2:18]([N:19]([S:20]([F:21])([F:22])[F:24])[CH2:23][CH3:25])[CH3:26].[Cl:28][CH2:29][Cl:30].[F:1][c:2]1[cH:3][c:4]([C:13]([CH2:14][OH:15])([CH3:16])[CH3:17])[cH:5][c:6]2[cH:7][cH:8][nH:9][c:10](=[O:12])[c:11]12.[OH2:27]>>[F:1][c:2]1[cH:3][c:4]([C:13]([CH2:14][F:24])([CH3:16])[CH3:17])[cH:5][c:6]2[cH:7][cH:8][nH:9][c:10](=[O:12])[c:11]12. Reactants: [Na] (sodium), C(C)OC(CC1=CC(=C(C=C1)C1CCCCC1)Cl)=O (3-chloro-4-cyclohexylphenylacetic acid ethyl ester), C(C)OC(C=C)=O (acrylic acid ethyl ester), C(C)(=O)O (acetic acid), ice water. Solvent: C(C)O (ethanol). Product: C(C)OC(C(CCC(=O)OCC)C1=CC(=C(C=C1)C1CCCCC1)Cl)=O (2-(3-chloro-4-cyclohexylphenyl)-glutaric acid diethyl ester). The yield is 44.2%. Procedure details: A mixture of 40.5 g of 3-chloro-4-cyclohexylphenylacetic acid ethyl ester and 16 g of acrylic acid ethyl ester is added dropwise to a solution of 3.6 g of sodium in 60 ml of ethanol. The solution is refluxed overnight and then poured into a mixture of 10 ml of glacial acetic acid and 170 ml of ice water. The ethanol is distilled off and the residue extracted with ethyl acetate and evaporated; the residue is distilled under a high vacuum, to yield 24.3 g of 2-(3-chloro-4-cyclohexylphenyl)-glutari... Reaction SMILES: [CH2:1]([O:3][C:4](=[O:19])[CH2:5][C:6]1[CH:11]=[CH:10][C:9]([CH:12]2[CH2:17][CH2:16][CH2:15][CH2:14][CH2:13]2)=[C:8]([Cl:18])[CH:7]=1)[CH3:2].[CH2:20]([O:22][C:23](=[O:26])[CH:24]=[CH2:25])[CH3:21].[Na].C(O)(=O)C>C(O)C>[CH2:1]([O:3][C:4](=[O:19])[CH:5]([C:6]1[CH:11]=[CH:10][C:9]([CH:12]2[CH2:13][CH2:14][CH2:15][CH2:16][CH2:17]2)=[C:8]([Cl:18])[CH:7]=1)[CH2:25][CH2:24][C:23]([O:22][CH2:20][CH3:21])=[O:26])[CH3:2] |^1:26|.